From a dataset of the Open Reaction Database (ORD), a public repository of structured organic reaction records. describe an organic reaction: reactants, conditions, products, and yield Procedure: A solution of 1-4 (2.04 g, 8.97 mmol) in DMSO (10 mL) was cooled to 0° C. and treated with sodium hydride (450 mg of 60% in oil, 11.2 mmol). The reaction mixture was warmed to room temperature for 15 min, followed by addition of ethyl bromoacetate (1.67 g, 10.0 mmol) and warming to 50° C. overnight. The solvent was removed in vacuo and the residue diluted with water and extracted with three portions of dichloromethane. The combined organic extracts were washed with brine and dried (Na2SO4). The ... RXN SMILES: [CH3:1][O:2][C:3]1[CH:17]=[CH:16][C:6]2[CH2:7][NH:8][C:9]3[CH:15]=[CH:14][CH:13]=[CH:12][C:10]=3[O:11][C:5]=2[CH:4]=1.[H-].[Na+].Br[CH2:21][C:22]([O:24][CH2:25][CH3:26])=[O:23]>CS(C)=O>[CH2:25]([O:24][C:22](=[O:23])[CH2:21][N:8]1[CH2:7][C:6]2[CH:16]=[CH:17][C:3]([O:2][CH3:1])=[CH:4][C:5]=2[O:11][C:10]2[CH:12]=[CH:13][CH:14]=[CH:15][C:9]1=2)[CH3:26] |f:1.2|. Solvent: CS(=O)C (DMSO). Product: C(C)OC(CN1C2=C(OC3=C(C1)C=CC(=C3)OC)C=CC=C2)=O ((3-Methoxy-11H-dibenzo[1,4]oxazepin-10-yl)-acetic acid ethyl ester). Starting materials: [H-].[Na+] (sodium hydride), COC1=CC2=C(CNC3=C(O2)C=CC=C3)C=C1 (3-Methoxy-10,11-dihydro-dibenzo[1,4]oxazepine), BrCC(=O)OCC (ethyl bromoacetate).